This data is from the Open Reaction Database (ORD), a public repository of structured organic reaction records. The task is: describe an organic reaction: reactants, conditions, products, and yield Reactants: ClC=1C=CC2=C(C=3SC(=CC3CCO2)C=2N(N=CN2)C2=C(C=C(C=C2)F)F)N1 (9-Chloro-2-[2-(2,4-difluoro-phenyl)-2H-[1,2,4]triazol-3-yl]-4,5-dihydro-6-oxa-1-thia-10-aza-benzo[e]azulene), O1CCC(CC1)N (Tetrahydro-pyran-4-ylamine), CC(C)C1=CC(=C(C(=C1)C(C)C)C2=C(C=CC=C2)P(C3CCCCC3)C4CCCCC4)C(C)C (X-phos), CC(C)([O-])C (tert-butoxide). Reagents/catalysts: CC(=O)[O-].CC(=O)[O-].[Pd+2] (Pd(OAc)2). The solvent is O1CCOCC1 (dioxane). Run at temperature 120 celsius, time 2.5 minute. The product is FC1=C(C=CC(=C1)F)N1N=CN=C1C1=CC=2CCOC3=C(C2S1)N=C(C=C3)NC3CCOCC3 ({2-[2-(2,4-Difluoro-phenyl)-2H-[1,2,4]triazol-3-yl]-4,5-dihydro-6-oxa-1-thia-10-aza-benzo[e]azulen-9-yl}-(tetrahydro-pyran-4-yl)-amine). The yield is 23.1%. As a reaction SMILES: Cl[C:2]1[CH:3]=[CH:4][C:5]2[O:14][CH2:13][CH2:12][C:11]3[CH:10]=[C:9]([C:15]4[N:16]([C:20]5[CH:25]=[CH:24][C:23]([F:26])=[CH:22][C:21]=5[F:27])[N:17]=[CH:18][N:19]=4)[S:8][C:7]=3[C:6]=2[N:28]=1.[O:29]1[CH2:34][CH2:33][CH:32]([NH2:35])[CH2:31][CH2:30]1.CC(C1C=C(C(C)C)C(C2C=CC=CC=2P(C2CCCCC2)C2CCCCC2)=C(C(C)C)C=1)C.CC(C)([O-])C>O1CCOCC1.CC([O-])=O.CC([O-])=O.[Pd+2]>[F:27][C:21]1[CH:22]=[C:23]([F:26])[CH:24]=[CH:25][C:20]=1[N:16]1[C:15]([C:9]2[S:8][C:7]3[C:6]4[N:28]=[C:2]([NH:35][CH:32]5[CH2:33][CH2:34][O:29][CH2:30][CH2:31]5)[CH:3]=[CH:4][C:5]=4[O:14][CH2:13][CH2:12][C:11]=3[CH:10]=2)=[N:19][CH:18]=[N:17]1 |f:5.6.7|. Procedure: A mixture of 9-Chloro-2-[2-(2,4-difluoro-phenyl)-2H-[1,2,4]triazol-3-yl]-4,5-dihydro-6-oxa-1-thia-10-aza-benzo[e]azulene (300 mg, 0.72 mmol), Pd(OAc)2 (20 mg, 0.1 mmol), Tetrahydro-pyran-4-ylamine (145 mg, 1.44 mmol), X-phos (70 mg, 0.144 mmol), tert-butoxide (140 mg, 1.44 mmol) in dioxane (2 mL) was bubbled N2 for 10 min and then stirred at 120° C. for 2.5 min under the irradition of microwave. The mixture was filtered over ceilite. The filtrate was concentrated to dryness and purified by pre-H... The reactants are CCOC(=O)N1CCOC(C=C2c3ccccc3CCc3ccccc32)C1, CCO, [K+], [OH-], O. As a reaction SMILES: [CH2:3]([O:4][C:5](=[O:6])[N:8]1[CH2:9][CH:10]([CH:14]=[C:15]2[c:16]3[c:17]([cH:26][cH:27][cH:28][cH:29]3)[CH2:18][CH2:19][c:20]3[c:21]2[cH:22][cH:23][cH:24][cH:25]3)[O:11][CH2:12][CH2:13]1)[CH3:7].[CH3:31][CH2:32][OH:33].[K+:2].[OH-:1].[OH2:30]>>[NH:8]1[CH2:9][CH:10]([CH:14]=[C:15]2[c:16]3[c:17]([cH:26][cH:27][cH:28][cH:29]3)[CH2:18][CH2:19][c:20]3[c:21]2[cH:22][cH:23][cH:24][cH:25]3)[O:11][CH2:12][CH2:13]1. Yields the product C(=C1c2ccccc2CCc2ccccc21)C1CNCCO1.